From a dataset of the Open Reaction Database (ORD), a public repository of structured organic reaction records. describe an organic reaction: reactants, conditions, products, and yield Reactants: FC1=C(C2=C(C[C@@H](B(O2)O)OC)C=C1)C(=O)O ((R)-7-fluoro-2-hydroxy-3-methoxy-3,4-dihydro-2H-benzo[e][1,2]oxaborinine-8-carboxylic acid), CN1C(=NN=C1)S (4-methyl-3-mercapto-1,2,4-triazole). Yields the product FC1=C(C2=C(C[C@@H](B(O2)O)SC2=NN=CN2C)C=C1)C(=O)O ((R)-7-fluoro-2-hydroxy-3-(4-methyl-4H-1,2,4-triazol-3-ylthio)-3,4-dihydro-2H-benzo[e][1,2]oxaborinine-8-carboxylic acid). RXN SMILES: [F:1][C:2]1[CH:14]=[CH:13][C:5]2[CH2:6][C@H:7](OC)[B:8]([OH:10])[O:9][C:4]=2[C:3]=1[C:15]([OH:17])=[O:16].[CH3:18][N:19]1[CH:23]=[N:22][N:21]=[C:20]1[SH:24]>>[F:1][C:2]1[CH:14]=[CH:13][C:5]2[CH2:6][C@H:7]([S:24][C:20]3[N:19]([CH3:18])[CH:23]=[N:22][N:21]=3)[B:8]([OH:10])[O:9][C:4]=2[C:3]=1[C:15]([OH:17])=[O:16]. Procedure: Compound 24 was prepared from Compound 19G (example 19) following methods described in steps 5 and 6 of Example 1 utilizing 4-methyl-3-mercapto-1,2,4-triazole. As a reaction SMILES: [C:1]([CH3:2])([CH3:3])([CH3:4])[O:5][C:6](=[O:7])[NH:8][CH:9]1[CH2:10][CH:11]([CH3:21])[N:12]([CH2:14][c:15]2[cH:16][cH:17][cH:18][cH:19][cH:20]2)[CH2:13]1.[CH3:24][OH:25].[H:22][H:23]>>[C:1]([CH3:2])([CH3:3])([CH3:4])[O:5][C:6](=[O:7])[NH:8][CH:9]1[CH2:10][CH:11]([CH3:21])[NH:12][CH2:13]1. The reactants are CC1CC(NC(=O)OC(C)(C)C)CN1Cc1ccccc1, CO, [H][H]. Product: CC1CC(NC(=O)OC(C)(C)C)CN1.